This data is from the Open Reaction Database (ORD), a public repository of structured organic reaction records. The task is: describe an organic reaction: reactants, conditions, products, and yield The reactants are CCc1noc(CCNC(=O)OC(C)(C)C)n1, ClCCl, Cl. Yields the product CCc1noc(CCN)n1, Cl. As a reaction SMILES: [CH2:1]([CH3:2])[c:3]1[n:4][o:5][c:6]([CH2:8][CH2:9][NH:10][C:11](=[O:12])[O:13][C:14]([CH3:15])([CH3:16])[CH3:17])[n:7]1.[Cl:19][CH2:20][Cl:21].[ClH:18]>>[CH2:1]([CH3:2])[c:3]1[n:4][o:5][c:6]([CH2:8][CH2:9][NH2:10])[n:7]1.[ClH:18]. The reactants are CCO, CCOC(=O)C(Cl)=Cc1cc(-n2c(=O)cc(C(F)(F)F)[nH]c2=O)ccc1Cl, [Na+], [OH-]. Reaction SMILES: [CH3:30][CH2:31][OH:32].[Cl:1][c:2]1[c:3]([CH:20]=[C:21]([C:22](=[O:23])[O:24][CH2:25][CH3:26])[Cl:27])[cH:4][c:5](-[n:8]2[c:9](=[O:19])[nH:10][c:11]([C:15]([F:16])([F:17])[F:18])[cH:12][c:13]2=[O:14])[cH:6][cH:7]1.[Na+:29].[OH-:28]>>[Cl:1][c:2]1[c:3]([CH:20]=[C:21]([C:22](=[O:23])[OH:24])[Cl:27])[cH:4][c:5](-[n:8]2[c:9](=[O:19])[nH:10][c:11]([C:15]([F:16])([F:17])[F:18])[cH:12][c:13]2=[O:14])[cH:6][cH:7]1. The product is O=C(O)C(Cl)=Cc1cc(-n2c(=O)cc(C(F)(F)F)[nH]c2=O)ccc1Cl. Reported procedure: N-(4-chloro-3-(4-fluorobenzamido)phenyl)-6-(piperazin-1-yl)nicotinamide (0.182 mmol) was used in general procedure 1 with propionyl chloride (0.20 mmol). The product was purified by RP-HPLC to give N-(3-(4-fluorobenzamido)-4-chlorophenyl)-6-(4-propionylpiperazin-1-yl)pyridine-3-carboxamide. MS (Q1) 510.3 (M)+ Yields the product FC1=CC=C(C(=O)NC=2C=C(C=CC2Cl)NC(=O)C=2C=NC(=CC2)N2CCN(CC2)C(CC)=O)C=C1 (N-(3-(4-fluorobenzamido)-4-chlorophenyl)-6-(4-propionylpiperazin-1-yl)pyridine-3-carboxamide). RXN SMILES: [Cl:1][C:2]1[CH:7]=[CH:6][C:5]([NH:8][C:9](=[O:22])[C:10]2[CH:15]=[CH:14][C:13]([N:16]3[CH2:21][CH2:20][NH:19][CH2:18][CH2:17]3)=[N:12][CH:11]=2)=[CH:4][C:3]=1[NH:23][C:24](=[O:32])[C:25]1[CH:30]=[CH:29][C:28]([F:31])=[CH:27][CH:26]=1.[C:33](Cl)(=[O:36])[CH2:34][CH3:35]>>[F:31][C:28]1[CH:29]=[CH:30][C:25]([C:24]([NH:23][C:3]2[CH:4]=[C:5]([NH:8][C:9]([C:10]3[CH:11]=[N:12][C:13]([N:16]4[CH2:17][CH2:18][N:19]([C:33](=[O:36])[CH2:34][CH3:35])[CH2:20][CH2:21]4)=[CH:14][CH:15]=3)=[O:22])[CH:6]=[CH:7][C:2]=2[Cl:1])=[O:32])=[CH:26][CH:27]=1. Starting materials: ClC1=C(C=C(C=C1)NC(C1=CN=C(C=C1)N1CCNCC1)=O)NC(C1=CC=C(C=C1)F)=O (N-(4-chloro-3-(4-fluorobenzamido)phenyl)-6-(piperazin-1-yl)nicotinamide), C(CC)(=O)Cl (propionyl chloride). The reactants are [BH4-], O=Cc1ccc(OCc2ccccc2)nc1, CO, [Na+], O. Yields the product OCc1ccc(OCc2ccccc2)nc1. As a reaction SMILES: [BH4-:19].[CH2:3]([c:4]1[cH:5][cH:6][cH:7][cH:8][cH:9]1)[O:10][c:11]1[cH:12][cH:13][c:14]([CH:17]=[O:18])[cH:15][n:16]1.[CH3:1][OH:2].[Na+:20].[OH2:21]>>[CH2:3]([c:4]1[cH:5][cH:6][cH:7][cH:8][cH:9]1)[O:10][c:11]1[cH:12][cH:13][c:14]([CH2:17][OH:18])[cH:15][n:16]1. Reactants: C(C)(C)(C)OC(=O)N1CCC(CC1)N1N=CC(=C1)C=1C=NC(=C(C1)C=1N=C(C2=CC=CC=C2C1)C)N (4-{4-[6-Amino-5-(1-methylisoquinolin-3-yl)-pyridin-3-yl]-pyrazol-1-yl}-piperidine-1-carboxylic acid tert-butyl ester), O1CCOCC1 (1,4-dioxane), Cl (HCl), O1CCOCC1 (1,4-dioxane). Conditions: time 1.5 hour. The product is Cl.Cl.Cl.CC1=NC(=CC2=CC=CC=C12)C=1C(=NC=C(C1)C=1C=NN(C1)C1CCNCC1)N (3-(1-Methylisoquinolin-3-yl)-5-(1-piperidin-4-yl-1H-pyrazol-4-yl)-pyridin-2-ylamine trihydrochloride). As a reaction SMILES: C(OC([N:8]1[CH2:13][CH2:12][CH:11]([N:14]2[CH:18]=[C:17]([C:19]3[CH:20]=[N:21][C:22]([NH2:36])=[C:23]([C:25]4[N:26]=[C:27]([CH3:35])[C:28]5[C:33]([CH:34]=4)=[CH:32][CH:31]=[CH:30][CH:29]=5)[CH:24]=3)[CH:16]=[N:15]2)[CH2:10][CH2:9]1)=O)(C)(C)C.O1CCOCC1.[ClH:43]>>[ClH:43].[ClH:43].[ClH:43].[CH3:35][C:27]1[C:28]2[C:33](=[CH:32][CH:31]=[CH:30][CH:29]=2)[CH:34]=[C:25]([C:23]2[C:22]([NH2:36])=[N:21][CH:20]=[C:19]([C:17]3[CH:16]=[N:15][N:14]([CH:11]4[CH2:12][CH2:13][NH:8][CH2:9][CH2:10]4)[CH:18]=3)[CH:24]=2)[N:26]=1 |f:3.4.5.6|. Procedure: To a solution of 4-{4-[6-Amino-5-(1-methylisoquinolin-3-yl)-pyridin-3-yl]-pyrazol-1-yl}-piperidine-1-carboxylic acid tert-butyl ester (36.8 mg, 0.0759 mmol) in 1,4-dioxane (1.0 mL, 13 mmol) was added 4.0 M of HCl in 1,4-dioxane (1.0 mL, 4.0 mmol), and the mixture was stirred at ambient temperature for 1.5 h. Almost immediately a pale yellow solid precipitated. The solid was filtered off, washed with MTBE, and dried in vacuo, giving the title compound as pale yellow solid. 1H NMR (400 MHz, DMSO-d... Reaction SMILES: [C:1]([O:2][BH-:3]([O:4][C:5](=[O:6])[CH3:7])[O:8][C:9](=[O:10])[CH3:11])(=[O:12])[CH3:13].[CH:29](=[O:30])[c:31]1[c:32]2[c:33]([n:34][cH:35][cH:36]1)[n:37]([C:44](=[O:45])[O:46][C:47]([CH3:48])([CH3:49])[CH3:50])[cH:38][c:39]2[C:40](=[O:41])[O:42][CH3:43].[NH2:15][CH:16]([C:17](=[O:18])[NH:19][CH:20]1[CH2:21][CH2:22][CH2:23][CH2:24]1)[CH:25]([CH2:26][CH3:27])[CH3:28].[Na+:14]>>[NH:15]([CH:16]([C:17](=[O:18])[NH:19][CH:20]1[CH2:21][CH2:22][CH2:23][CH2:24]1)[CH:25]([CH2:26][CH3:27])[CH3:28])[CH2:29][c:31]1[c:32]2[c:33]([n:34][cH:35][cH:36]1)[n:37]([C:44](=[O:45])[O:46][C:47]([CH3:48])([CH3:49])[CH3:50])[cH:38][c:39]2[C:40](=[O:41])[O:42][CH3:43]. The product is CCC(C)C(NCc1ccnc2c1c(C(=O)OC)cn2C(=O)OC(C)(C)C)C(=O)NC1CCCC1. Starting materials: CC(=O)O[BH-](OC(C)=O)OC(C)=O, COC(=O)c1cn(C(=O)OC(C)(C)C)c2nccc(C=O)c12, CCC(C)C(N)C(=O)NC1CCCC1, [Na+].